From a dataset of the Open Reaction Database (ORD), a public repository of structured organic reaction records. describe an organic reaction: reactants, conditions, products, and yield The reactants are CC(SC(=O)c1ccccc1)C(=O)N(CC(=O)OC(C)(C)C)C1CC1, COc1ccccc1, C1CCC(NC2CCCCC2)CC1, O=C(O)C(F)(F)F. Product: CC(SC(=O)c1ccccc1)C(=O)N(CC(=O)O)C1CC1. Reaction SMILES: [C:1]([CH3:2])([CH3:3])([CH3:4])[O:5][C:6]([CH2:7][N:8]([CH:9]1[CH2:10][CH2:11]1)[C:12]([CH:13]([CH3:14])[S:15][C:16]([c:17]1[cH:18][cH:19][cH:20][cH:21][cH:22]1)=[O:23])=[O:24])=[O:25].[CH3:39][O:40][c:41]1[cH:42][cH:43][cH:44][cH:45][cH:46]1.[CH:26]1([NH:27][CH:28]2[CH2:29][CH2:30][CH2:31][CH2:32][CH2:33]2)[CH2:34][CH2:35][CH2:36][CH2:37][CH2:38]1.[OH:47][C:48]([C:49]([F:50])([F:51])[F:52])=[O:53]>>[O:5]=[C:6]([CH2:7][N:8]([CH:9]1[CH2:10][CH2:11]1)[C:12]([CH:13]([CH3:14])[S:15][C:16]([c:17]1[cH:18][cH:19][cH:20][cH:21][cH:22]1)=[O:23])=[O:24])[OH:25]. The reactants are N1(CCOCC1)C(CC(C(=O)O)CS(=O)(=O)CC1=CC=CC=C1)=O (4-morpholin-4-yl-4-oxo-2-benzylsulfonylmethyl-butyric acid), OC(=O)C(F)(F)F.NC(C(O)C=1OC(=NN1)C1=CC=CC=C1)CC (2-amino-1-(5-phenyl-[1,3,4]oxadiazol-2-yl)-1-butanol TFA salt), C=1C=CC2=C(C1)N=NN2O (HOBt), C(CCl)Cl (EDC), CN1CCOCC1 (N-methylmorpholine). Run in C(Cl)Cl (MeCl2). Reaction conditions: time 14 hour. Product: OC(C(CC)NC(C(CC(=O)N1CCOCC1)CS(=O)(=O)CC1=CC=CC=C1)=O)C=1OC=2C(=NC=CC2)N1 (N-[1-(Hydroxy-oxazolo[4,5-b]pyridin-2-yl-methyl)-propyl]-4-morpholin-4-yl-4-oxo-2-benzylsulfonylmethyl-butyramide). Isolated yield 113.1%. RXN SMILES: [N:1]1([C:7](=[O:24])[CH2:8][CH:9]([CH2:13][S:14]([CH2:17][C:18]2[CH:23]=[CH:22][CH:21]=[CH:20][CH:19]=2)(=[O:16])=[O:15])[C:10]([OH:12])=O)[CH2:6][CH2:5][O:4][CH2:3][CH2:2]1.OC(C(F)(F)F)=O.[NH2:32][CH:33]([CH2:47][CH3:48])[CH:34]([C:36]1[O:37][C:38]([C:41]2[CH:46]=[CH:45]C=CC=2)=N[N:40]=1)[OH:35].C1C=CC2N(O)N=[N:55][C:53]=2C=1.C(Cl)CCl.CN1CCOCC1>C(Cl)Cl>[OH:35][CH:34]([C:36]1[O:37][C:38]2[C:53]([N:40]=1)=[N:55][CH:45]=[CH:46][CH:41]=2)[CH:33]([NH:32][C:10](=[O:12])[CH:9]([CH2:13][S:14]([CH2:17][C:18]1[CH:23]=[CH:22][CH:21]=[CH:20][CH:19]=1)(=[O:16])=[O:15])[CH2:8][C:7]([N:1]1[CH2:2][CH2:3][O:4][CH2:5][CH2:6]1)=[O:24])[CH2:47][CH3:48] |f:1.2|. Procedure details: To a stirred mixture of 4-morpholin-4-yl-4-oxo-2-benzylsulfonylmethyl-butyric acid (177 mg, 0.5 mmol), 2-amino-1-(5-phenyl-[1,3,4]oxadiazol-2-yl)-1-butanol TFA salt (175 mg), prepared as in reference 17, and HOBt (92 mg, 0.6 mmol) in MeCl2 (5 ml), was added EDC (144 mg, 0.75 mmol) and N-methylmorpholine (0.35 ml) at room temperature. After stirring for 14 hours, the reaction mixture was extracted with ethyl acetate. The organic layer was washed with saturated NaHCO3, brine, dried with MgSO4 and ... The reactants are C1(=CC=CC=C1)CN1C[C@@H](CC1)N1C(C2=CC=CC=C2C1=O)=O ([R]-2-[1-(phenylmethyl)-3-pyrrolidinyl]-1H-isoindole-1,3(2H)-dione), NN (hydrazine), Cl (hydrochloric acid). Run in CO (methanol). Reaction conditions: time 18 hour. The product is C1(=CC=CC=C1)CN1C[C@@H](CC1)N ([R]-1-(Phenylmethyl)-3-pyrrolidinamine). The yield is 81.7%. RXN SMILES: [C:1]1([CH2:7][N:8]2[CH2:12][CH2:11][C@@H:10]([N:13]3C(=O)C4C(=CC=CC=4)C3=O)[CH2:9]2)[CH:6]=[CH:5][CH:4]=[CH:3][CH:2]=1.NN.Cl>CO>[C:1]1([CH2:7][N:8]2[CH2:12][CH2:11][C@@H:10]([NH2:13])[CH2:9]2)[CH:2]=[CH:3][CH:4]=[CH:5][CH:6]=1. Reported procedure: A solution of 30.6 g (0.1 mol) of [R]-2-[1-(phenylmethyl)-3-pyrrolidinyl]-1H-isoindole-1,3(2H)-dione in 300 ml of methanol was treated with 6.4 g (0.2 mol) of hydrazine. The reaction was stirred at room temperature for 18 hours and treated with 12.5 ml (0.15 mol) of concentrated hydrochloric acid. The solid was removed by filtration; the precipitate was washed with ethanol and the filtrate evaporated in vacuo. The residue was dissolved in water, made basic with 20% sodium hydroxide saturated wit...